This data is from the Open Reaction Database (ORD), a public repository of structured organic reaction records. The task is: describe an organic reaction: reactants, conditions, products, and yield Reactants: FCC(C(C(OC1=CC(=CC=C1)C(F)(F)F)Br)=O)(C)CF (3,3-bis fluoromethyl-1-bromo-1-(3-trifluoromethylphenoxy)-butan-2-one), N1N=CN=C1 (1,2,4-triazole). The solvent is C(C)#N (acetonitrile). The product is FCC(C(C(OC1=CC(=CC=C1)C(F)(F)F)N1N=CN=C1)=O)(C)CF (3,3-bisfluoromethyl-1-(1,2,4-triazol-1-yl)-1-(3-trifluoromethylphenoxy)-butan-2-one). Isolated yield 82.5%. Reaction SMILES: [F:1][CH2:2][C:3]([CH2:20][F:21])([CH3:19])[C:4](=[O:18])[CH:5](Br)[O:6][C:7]1[CH:12]=[CH:11][CH:10]=[C:9]([C:13]([F:16])([F:15])[F:14])[CH:8]=1.[NH:22]1[CH:26]=[N:25][CH:24]=[N:23]1>C(#N)C>[F:1][CH2:2][C:3]([CH2:20][F:21])([CH3:19])[C:4](=[O:18])[CH:5]([N:22]1[CH:26]=[N:25][CH:24]=[N:23]1)[O:6][C:7]1[CH:12]=[CH:11][CH:10]=[C:9]([C:13]([F:16])([F:15])[F:14])[CH:8]=1. Procedure: 100 g (0.267 mole) of 3,3-bis fluoromethyl-1-bromo-1-(3-trifluoromethylphenoxy)-butan-2-one and 37.2 g (0.54 mole) of 1,2,4-triazole in 600 ml of acetonitrile were heated to 65° C. for 6 hours, while stirring. The solvent was then distilled off under a waterpump vacuum, the residue was taken up in 800 ml of methylene chloride and the mixture was washed twice with 1,000 ml of water each time. The organic phase was dried over sodium sulphate and concentrated. The oily residue was distilled under a... The reactants are S(O)(O)(=O)=O (sulfuric acid), C(CCC)OC=1C=C(C=CC1I)\C=C(\C(=O)O)/OCC ((Z)-3-(3-butoxy-4-iodophenyl)-2-ethoxyacrylic acid), CO (methanol), O (water). The product is C(CCC)OC=1C=C(C=CC1I)\C=C(\C(=O)OC)/OCC (methyl (Z)-3-(3-butoxy-4-iodophenyl)-2-ethoxyacrylate). The yield is 61.0%. Reaction SMILES: [CH2:1]([O:5][C:6]1[CH:7]=[C:8](/[CH:13]=[C:14](\[O:18][CH2:19][CH3:20])/[C:15]([OH:17])=[O:16])[CH:9]=[CH:10][C:11]=1[I:12])[CH2:2][CH2:3][CH3:4].S(=O)(=O)(O)O.O.[CH3:27]O>>[CH2:1]([O:5][C:6]1[CH:7]=[C:8](/[CH:13]=[C:14](\[O:18][CH2:19][CH3:20])/[C:15]([O:17][CH3:27])=[O:16])[CH:9]=[CH:10][C:11]=1[I:12])[CH2:2][CH2:3][CH3:4]. Procedure: In an Emrys Optimizer microwave reactor, 0.8 g (2 mmol) of (Z)-3-(3-butoxy-4-iodophenyl)-2-ethoxyacrylic acid is dissolved in 10 mL of methanol and 1 mL of concentrated sulfuric acid and heated at 70° C. by microwave for 2 hours. After addition of water, the reaction medium is extracted with ethyl acetate. The organic phase is washed with water, dried over magnesium sulfate, filtered and evaporated. 0.5 g (61%) of methyl (Z)-3-(3-butoxy-4-iodophenyl)-2-ethoxyacrylate is obtained. The reactants are CCCCc1cccc(=O)n1Cc1ccc(C(=O)Nc2ccccc2C(=O)OC)cc1, C1CCOC1, [Na+], [OH-]. Yields the product CCCCc1cccc(=O)n1Cc1ccc(C(=O)Nc2ccccc2C(=O)O)cc1. RXN SMILES: [CH2:1]([CH2:2][CH2:3][CH3:4])[c:5]1[cH:6][cH:7][cH:8][c:9](=[O:31])[n:10]1[CH2:11][c:12]1[cH:13][cH:14][c:15]([C:18](=[O:19])[NH:20][c:21]2[c:22]([C:27](=[O:28])[O:29][CH3:30])[cH:23][cH:24][cH:25][cH:26]2)[cH:16][cH:17]1.[CH2:34]1[O:35][CH2:36][CH2:37][CH2:38]1.[Na+:33].[OH-:32]>>[CH2:1]([CH2:2][CH2:3][CH3:4])[c:5]1[cH:6][cH:7][cH:8][c:9](=[O:31])[n:10]1[CH2:11][c:12]1[cH:13][cH:14][c:15]([C:18](=[O:19])[NH:20][c:21]2[c:22]([C:27](=[O:28])[OH:29])[cH:23][cH:24][cH:25][cH:26]2)[cH:16][cH:17]1. Starting materials: CN(C)C=O, Clc1ccncc1I, [H-], [Na+], C1CCOC1, O, OCCc1ccsc1. The product is Ic1cnccc1OCCc1ccsc1. As a reaction SMILES: [CH3:22][N:23]([CH3:24])[CH:25]=[O:26].[Cl:1][c:2]1[c:3]([I:8])[cH:4][n:5][cH:6][cH:7]1.[H-:27].[Na+:28].[O:17]1[CH2:18][CH2:19][CH2:20][CH2:21]1.[OH2:29].[s:9]1[cH:10][c:11]([CH2:14][CH2:15][OH:16])[cH:12][cH:13]1>>[c:2]1([O:16][CH2:15][CH2:14][c:11]2[cH:10][s:9][cH:13][cH:12]2)[c:3]([I:8])[cH:4][n:5][cH:6][cH:7]1.